The task is: describe an organic reaction: reactants, conditions, products, and yield. This data is from the Open Reaction Database (ORD), a public repository of structured organic reaction records. Reactants: ClC1=CC(=C(CN2N=CC3=CC(=CC=C23)C=C2C(N=C(S2)SCC)=O)C=C1)C(F)(F)F (5-[1-(4-Chloro-2-trifluoromethyl-benzyl)-1H-indazol-5-ylmethylene]-2-ethylsulfanyl-thiazol-4-one), C(C)(C)(C)OC(=O)N1C(CN(CC1)C=1SC(C(N1)=O)=CC=1C=C2C=NN(C2=CC1)CC1=C(C=C(C=C1)C(C)(C)O)C(F)(F)F)CO (2-Hydroxymethyl-4-(5-{1-[4-(1-hydroxy-1-methyl-ethyl)-2-trifluoromethyl-benzyl]-1H-indazol-5-ylmethylene}-4-oxo-4,5-dihydro-thiazol-2-yl)-piperazine-1-carboxylic acid tert-butyl ester). The product is ClC1=CC(=C(CN2N=CC3=CC(=CC=C23)C=C2C(N=C(S2)N2[C@H](CN(CC2)C)CO)=O)C=C1)C(F)(F)F (5-({1-[4-Chloro-2-(trifluoromethyl)benzyl]-1H-indazol-5-yl}methylidene)-2-[(2R)-2-(hydroxymethyl)-4-methylpiperazin-1-yl]-1,3-thiazol-4(5H)-one). RXN SMILES: [Cl:1][C:2]1[CH:27]=[CH:26][C:5]([CH2:6][N:7]2[C:15]3[C:10](=[CH:11][C:12]([CH:16]=[C:17]4[S:21][C:20](SCC)=[N:19][C:18]4=[O:25])=[CH:13][CH:14]=3)[CH:9]=[N:8]2)=[C:4]([C:28]([F:31])([F:30])[F:29])[CH:3]=1.C(OC([N:39]1[CH2:44][CH2:43][N:42]([C:45]2SC(=CC3C=C4C(=CC=3)N(CC3C=CC(C(O)(C)C)=CC=3C(F)(F)F)N=C4)C(=O)N=2)[CH2:41][CH:40]1[CH2:76][OH:77])=O)(C)(C)C>>[Cl:1][C:2]1[CH:27]=[CH:26][C:5]([CH2:6][N:7]2[C:15]3[C:10](=[CH:11][C:12]([CH:16]=[C:17]4[S:21][C:20]([N:39]5[CH2:44][CH2:43][N:42]([CH3:45])[CH2:41][C@@H:40]5[CH2:76][OH:77])=[N:19][C:18]4=[O:25])=[CH:13][CH:14]=3)[CH:9]=[N:8]2)=[C:4]([C:28]([F:31])([F:30])[F:29])[CH:3]=1. Procedure details: 5-({1-[4-Chloro-2-(trifluoromethyl)benzyl]-1H-indazol-5-yl}methylidene)-2-[(2R)-2-(hydroxymethyl)-4-methylpiperazin-1-yl]-1,3-thiazol-4(5H)-one was prepared from 5-[1-(4-Chloro-2-trifluoromethyl-benzyl)-1H-indazol-5-ylmethylene]-2-ethylsulfanyl-thiazol-4-one and (2R) (4-Methyl-piperazin-2-yl)-methanol following General Procedure C. The reactants are O (water), ClC1=NC(=NC(=C1)Cl)OC (4,6-dichloro-2-methoxypyrimidine), FC=1C=C(C=CC1F)CCN (2-(3,4-difluoro-phenyl)-ethylamine), C([O-])(O)=O.[Na+] (sodiumbicarbonate). Solvent: CCO (EtOH). Product: ClC1=CC(=NC(=N1)OC)NCCC1=CC(=C(C=C1)F)F ((6-chloro-2-methoxy-pyrimidin-4-yl)-[2-(3,4-difluoro-phenyl)-ethyl]-amine). Yield: 93.9%. RXN SMILES: Cl[C:2]1[CH:7]=[C:6]([Cl:8])[N:5]=[C:4]([O:9][CH3:10])[N:3]=1.[F:11][C:12]1[CH:13]=[C:14]([CH2:19][CH2:20][NH2:21])[CH:15]=[CH:16][C:17]=1[F:18].C(=O)(O)[O-].[Na+].O>CCO>[Cl:8][C:6]1[N:5]=[C:4]([O:9][CH3:10])[N:3]=[C:2]([NH:21][CH2:20][CH2:19][C:14]2[CH:15]=[CH:16][C:17]([F:18])=[C:12]([F:11])[CH:13]=2)[CH:7]=1 |f:2.3|. Procedure: A solution of 4,6-dichloro-2-methoxypyrimidine (0.7 g), 2-(3,4-difluoro-phenyl)-ethylamine (0.66 g) and sodiumbicarbonate (0.88 g) in EtOH (25 mL) is heated at 80° C. for three hours, poured into water (400 mL) and the solid is filtered and air dried to afford (6-chloro-2-methoxy-pyrimidin-4-yl)-[2-(3,4-difluoro-phenyl)-ethyl]-amine (1.1 g). MS: 312 (M+H); 1H NMR (300 MHz, CDCl3) □6.9-7 (3H, m); 6.05 (1H, s); 3.95 (3H, s); 3.6-3.7 (2H, m); 2.95 (2H, t). Reactants: CC(C)C(C(N)=O)(c1ccccc1)N1C(=O)C(NC(=O)c2cc3ccccc3n2CC(=O)OC(C)(C)C)C(=O)N(c2ccccc2)c2ccccc21, ClCCl, O=C(O)C(F)(F)F. Product: CC(C)C(C(N)=O)(c1ccccc1)N1C(=O)C(NC(=O)c2cc3ccccc3n2CC(=O)O)C(=O)N(c2ccccc2)c2ccccc21. Reaction SMILES: [C:1]([CH3:2])([CH3:3])([CH3:4])[O:5][C:6]([CH2:7][n:8]1[c:9]([C:17]([NH:18][CH:19]2[C:20](=[O:50])[N:21]([c:44]3[cH:45][cH:46][cH:47][cH:48][cH:49]3)[c:22]3[c:23]([cH:40][cH:41][cH:42][cH:43]3)[N:24]([C:27]([C:28]([NH2:29])=[O:30])([c:31]3[cH:32][cH:33][cH:34][cH:35][cH:36]3)[CH:37]([CH3:38])[CH3:39])[C:25]2=[O:26])=[O:51])[cH:10][c:11]2[cH:12][cH:13][cH:14][cH:15][c:16]12)=[O:52].[Cl:60][CH2:61][Cl:62].[OH:53][C:54]([C:55]([F:56])([F:57])[F:58])=[O:59]>>[O:5]=[C:6]([CH2:7][n:8]1[c:9]([C:17]([NH:18][CH:19]2[C:20](=[O:50])[N:21]([c:44]3[cH:45][cH:46][cH:47][cH:48][cH:49]3)[c:22]3[c:23]([cH:40][cH:41][cH:42][cH:43]3)[N:24]([C:27]([C:28]([NH2:29])=[O:30])([c:31]3[cH:32][cH:33][cH:34][cH:35][cH:36]3)[CH:37]([CH3:38])[CH3:39])[C:25]2=[O:26])=[O:51])[cH:10][c:11]2[cH:12][cH:13][cH:14][cH:15][c:16]12)[OH:52]. Starting materials: BrC1=CC=2C([C@@H]([C@@H](C(C2C=C1C)(C)C)O)O)(C)C (2-bromo-cis-6,7-dihydroxy-3,5,5,8,8-pentamethyl-5,6,7,8-tetrahydronaphthalene), O.C1(=CC=C(C=C1)S(=O)(=O)O)C (p-toluenesulfonic acid monohydrate). The solvent is COC(C)(C)OC (2,2-dimethoxypropane). The product is [CH2-]C(=O)C.BrC1=CC=2C([C@@H]([C@@H](C(C2C=C1C)(C)C)O)O)(C)C (2-bromo-cis-6,7-dihydroxy-3,5,5,8,8-pentamethyl-5,6,7,8-tetrahydronaphthalene acetonide). Yield: 199.0%. Reaction SMILES: [Br:1][C:2]1[C:11]([CH3:12])=[CH:10][C:9]2[C:8]([CH3:14])([CH3:13])[C@@H:7]([OH:15])[C@@H:6]([OH:16])[C:5]([CH3:18])([CH3:17])[C:4]=2[CH:3]=1.O.C1(C)C=CC(S(O)(=O)=O)=CC=1>COC(OC)(C)C>[CH2-:6][C:7]([CH3:8])=[O:15].[Br:1][C:2]1[C:11]([CH3:12])=[CH:10][C:9]2[C:8]([CH3:14])([CH3:13])[C@@H:7]([OH:15])[C@@H:6]([OH:16])[C:5]([CH3:18])([CH3:17])[C:4]=2[CH:3]=1 |f:1.2,4.5|. Procedure: A solution of 7.73 g (24.7 mmol) of 2-bromo-cis-6,7-dihydroxy-3,5,5,8,8-pentamethyl-5,6,7,8-tetrahydronaphthalene and 445 mg (2.39 mmol) of p-toluenesulfonic acid monohydrate in 100 ml 2,2-dimethoxypropane was heated to reflux for 90 minutes. Upon cooling the resulting solution was partitioned between ethyl acetate and dilute aqueous sodium bicarbonate. The organic layer was washed with brine, dried over anhydrous sodium bicarbonate, and concentrated in vacuo to yield 9.10 g of 2-bromo-cis-6,7-d... Reaction SMILES: [Si]([O:8][C@@H:9]([C@H:11]1[C:17](=[O:18])[N:16]2[C@@H:12]1[C@@H:13]([CH3:27])[C:14]([S:25][CH3:26])=[C:15]2[C:19]([O:21][CH2:22][CH:23]=[CH2:24])=[O:20])[CH3:10])(C(C)(C)C)(C)C.[F-].C([N+](CCCC)(CCCC)CCCC)CCC.C(O)(=O)C>O1CCCC1.C(OCC)(=O)C>[OH:8][C@@H:9]([C@H:11]1[C:17](=[O:18])[N:16]2[C@@H:12]1[C@@H:13]([CH3:27])[C:14]([S:25][CH3:26])=[C:15]2[C:19]([O:21][CH2:22][CH:23]=[CH2:24])=[O:20])[CH3:10] |f:1.2|. The product is O[C@H](C)[C@@H]1[C@H]2[C@H](C(=C(N2C1=O)C(=O)OCC=C)SC)C (allyl (4R,5S,6S)-6-((1R)-1-hydroxyethyl)-4-methyl-3-methylthio-7-oxo-1-azabicyclo[3.2.0]hept-2-ene-2-carboxylate). Reported procedure: Allyl (4R,5S,6S)-6-[(1R)-1-(tert-butyldimethylsilyloxy)ethyl]-4-methyl-3-methylthio-7-oxo-1-azabicyclo[3.2.0]hept-2-ene-2-carboxylate (100 mg) was added to a mixture of 70% aqueous tetrabutylammonium fluoride (0.71 g) and acetic acid (121 mg) in tetrahydrofuran (2 ml) and the mixture was allowed to stand at ambient temperature for 24 hours. The solution was diluted with ethyl acetate (6 ml), washed with water, aqueous sodium bicarbonate solution and brine, and dried. The solvent was removed off ... Run in O1CCCC1 (tetrahydrofuran), C(C)(=O)OCC (ethyl acetate). Isolated yield 80.8%. Reactants: [Si](C)(C)(C(C)(C)C)O[C@H](C)[C@@H]1[C@H]2[C@H](C(=C(N2C1=O)C(=O)OCC=C)SC)C (Allyl (4R,5S,6S)-6-[(1R)-1-(tert-butyldimethylsilyloxy)ethyl]-4-methyl-3-methylthio-7-oxo-1-azabicyclo[3.2.0]hept-2-ene-2-carboxylate), [F-].C(CCC)[N+](CCCC)(CCCC)CCCC (tetrabutylammonium fluoride), C(C)(=O)O (acetic acid). Reaction conditions: time 24 hour. Starting materials: C(C1=CC=CC=C1)N1N=CC2=CC(=CC=C12)NC1=NC=NC2=CC=C(C=C12)Br ((1-benzyl-1H-indazol-5-yl)-(6-bromoquinazolin-4-yl)-amine), C(CCC)[Sn](C=1OC(=CC1)C1OCCO1)(CCCC)CCCC (2-(tributylstannyl)-5-(1,3-dioxolan-2-yl)-furan), 1,4-bis(diphenylphosphino) palladium (II) chloride. Run in O1CCOCC1 (dioxane). Yields the product C(C1=CC=CC=C1)N1N=CC2=CC(=CC=C12)NC1=NC=NC2=CC=C(C=C12)C=1OC(=CC1)C1OCCO1 ((1-Benzyl-1H-indazol-5-yl)-(6-(5-(1,3-dioxolan-2-yl)-furan-2-yl)-quinazolin-4-yl)-amine). As a reaction SMILES: [CH2:1]([N:8]1[C:16]2[C:11](=[CH:12][C:13]([NH:17][C:18]3[C:27]4[C:22](=[CH:23][CH:24]=[C:25](Br)[CH:26]=4)[N:21]=[CH:20][N:19]=3)=[CH:14][CH:15]=2)[CH:10]=[N:9]1)[C:2]1[CH:7]=[CH:6][CH:5]=[CH:4][CH:3]=1.C([Sn](CCCC)(CCCC)[C:34]1[O:35][C:36]([CH:39]2[O:43][CH2:42][CH2:41][O:40]2)=[CH:37][CH:38]=1)CCC>O1CCOCC1>[CH2:1]([N:8]1[C:16]2[C:11](=[CH:12][C:13]([NH:17][C:18]3[C:27]4[C:22](=[CH:23][CH:24]=[C:25]([C:34]5[O:35][C:36]([CH:39]6[O:43][CH2:42][CH2:41][O:40]6)=[CH:37][CH:38]=5)[CH:26]=4)[N:21]=[CH:20][N:19]=3)=[CH:14][CH:15]=2)[CH:10]=[N:9]1)[C:2]1[CH:7]=[CH:6][CH:5]=[CH:4][CH:3]=1. Reported procedure: Prepared according to Procedure B from (1-benzyl-1H-indazol-5-yl)-(6-bromoquinazolin-4-yl)-amine (4.3 g), 2-(tributylstannyl)-5-(1,3-dioxolan-2-yl)-furan (J. Chem. Soc., Chem Commun., (1988), 560) (10 g) and 1,4-bis(diphenylphosphino) palladium (II) chloride (1 g) in dioxane. The solvent was removed in vacuo and the residue chromatographed on silica. Subsequent trituration gave the title compound δH [2H6]-DMSO 10.13 (1H, s), 8.85 (1H, s), 8.54 (1H, s), 8.20 (3H, m), 7.80 (3H, m), 7.30 (5H, m), 7... Reactants: CO, ClCCl, N, O=C1Nc2ccccc2CN1C1CCN(C2CCN(Cc3ccccc3)CC2)CC1. Yields the product O=C1Nc2ccccc2CN1C1CCN(C2CCNCC2)CC1. As a reaction SMILES: [CH3:32][OH:33].[Cl:34][CH2:35][Cl:36].[NH3:31].[c:1]1([CH2:2][N:8]2[CH2:9][CH2:10][CH:11]([N:14]3[CH2:15][CH2:16][CH:17]([N:20]4[C:21](=[O:30])[NH:22][c:23]5[cH:24][cH:25][cH:26][cH:27][c:28]5[CH2:29]4)[CH2:18][CH2:19]3)[CH2:12][CH2:13]2)[cH:3][cH:4][cH:5][cH:6][cH:7]1>>[NH:8]1[CH2:9][CH2:10][CH:11]([N:14]2[CH2:15][CH2:16][CH:17]([N:20]3[C:21](=[O:30])[NH:22][c:23]4[cH:24][cH:25][cH:26][cH:27][c:28]4[CH2:29]3)[CH2:18][CH2:19]2)[CH2:12][CH2:13]1. The reactants are CC(C)(C)OC(=O)N1CCc2sc(C=O)cc2C1, O=S(=O)(c1ccc2cc(Cl)ccc2c1)N1CCNCC1, Cl. Product: CC(C)(C)OC(=O)N1CCc2sc(CN3CCN(S(=O)(=O)c4ccc5cc(Cl)ccc5c4)CC3)cc2C1. RXN SMILES: [C:1]([CH3:2])([CH3:3])([CH3:4])[O:5][C:6](=[O:7])[N:8]1[CH2:9][c:10]2[c:11]([s:14][c:15]([CH:17]=[O:18])[cH:16]2)[CH2:12][CH2:13]1.[Cl:20][c:21]1[cH:22][c:23]2[cH:24][cH:25][c:26]([S:31](=[O:32])(=[O:33])[N:34]3[CH2:35][CH2:36][NH:37][CH2:38][CH2:39]3)[cH:27][c:28]2[cH:29][cH:30]1.[ClH:19]>>[C:1]([CH3:2])([CH3:3])([CH3:4])[O:5][C:6](=[O:7])[N:8]1[CH2:9][c:10]2[c:11]([s:14][c:15]([CH2:17][N:37]3[CH2:36][CH2:35][N:34]([S:31]([c:26]4[cH:25][cH:24][c:23]5[cH:22][c:21]([Cl:20])[cH:30][cH:29][c:28]5[cH:27]4)(=[O:32])=[O:33])[CH2:39][CH2:38]3)[cH:16]2)[CH2:12][CH2:13]1. The reactants are BrC1=CC(=C(C(=O)NC)C=C1)F (4-bromo-2-fluoro-N-methylbenzamide), NC1(CC1)C(=O)O (1-aminocyclopropanecarboxylic acid), C(=O)([O-])[O-].[K+].[K+] (K2CO3), C(C)(=O)C1C(CCCC1)=O (2-acetyl cyclohexanone). The reagents and catalysts are [Cu]I (CuI), C(C)N(CC)CC (triethylamine). The solvent is O (H2O), CN(C)C=O (DMF), O (H2O). Run at temperature 100 celsius, time 8 hour. Yields the product CNC(=O)C1=C(C=C(C=C1)NC1(CC1)C(=O)O)F (1-(4-(methylcarbamoyl)-3-fluorophenylamino)cyclopropanecarboxylic Acid). Yield: 43.4%. RXN SMILES: Br[C:2]1[CH:11]=[CH:10][C:5]([C:6]([NH:8][CH3:9])=[O:7])=[C:4]([F:12])[CH:3]=1.[NH2:13][C:14]1([C:17]([OH:19])=[O:18])[CH2:16][CH2:15]1.C([O-])([O-])=O.[K+].[K+].C(C1CCCCC1=O)(=O)C>CN(C=O)C.[Cu]I.C(N(CC)CC)C.O>[CH3:9][NH:8][C:6]([C:5]1[CH:10]=[CH:11][C:2]([NH:13][C:14]2([C:17]([OH:19])=[O:18])[CH2:16][CH2:15]2)=[CH:3][C:4]=1[F:12])=[O:7] |f:2.3.4|. Procedure details: To a stirred solution of 4-bromo-2-fluoro-N-methylbenzamide (6.4 g, 27.5 mmol), 1-aminocyclopropanecarboxylic acid (4.29 g, 42.4 mmol), CuI (1.047 g, 5.5 mmol), K2CO3 (9.50 g, 68.0 mmol), in DMF (64 mL) was added H2O (6.4 mL), triethylamine (0.164 mL, 1.1 mmol) followed by 2-acetyl cyclohexanone (0.717 g, 5.10 mmol). The reaction mixture was stirred at 100° C. overnight. The reaction was monitored by TLC and LCMS. H2O was added, and the aqueous layer was washed with ethyl acetate. The aqueous la...